Dataset: the Open Reaction Database (ORD), a public repository of structured organic reaction records. Task: describe an organic reaction: reactants, conditions, products, and yield The reactants are crude product, C(C1=CC=CC=C1)N (benzylamine), ON1N=NC2=C1C=CC=C2 (1-hydroxybenzotriazole), Cl.C(C)N=C=NCCCN(C)C (N-ethyl-N′-(3-dimethylaminopropyl)carbodiimide hydrochloride), N(=O)[O-].[Na+] (sodium nitrite), [OH-].[Na+] (sodium hydroxide), C(C)(=O)N1C(CNCC1)C(=O)OCC (rac-ethyl 1-acetylpiperazine-2-carboxylate), Cl (hydrochloric acid). Run in CN(C=O)C (N,N-dimethylformamide), O (water), O (water), [Cl-].[Na+].O (brine), C(C)(=O)OCC (ethyl acetate), O (water). Conditions: temperature 0 celsius, time 2 hour. The product is C(C1=CC=CC=C1)NC(=O)C1N(CCN(C1)N=O)C(C)=O (rac-N-benzyl-1-acetyl-4-nitrosopiperazine-2-carboxamide). As a reaction SMILES: [C:1]([N:4]1[CH2:9][CH2:8][NH:7][CH2:6][CH:5]1[C:10]([O:12]CC)=O)(=[O:3])[CH3:2].Cl.[N:16]([O-:18])=O.[Na+].[OH-].[Na+].[CH2:22]([NH2:29])[C:23]1[CH:28]=[CH:27][CH:26]=[CH:25][CH:24]=1.ON1C2C=CC=CC=2N=N1.Cl.C(N=C=NCCCN(C)C)C>O.CN(C)C=O.[Cl-].[Na+].O.C(OCC)(=O)C>[CH2:22]([NH:29][C:10]([CH:5]1[CH2:6][N:7]([N:16]=[O:18])[CH2:8][CH2:9][N:4]1[C:1](=[O:3])[CH3:2])=[O:12])[C:23]1[CH:28]=[CH:27][CH:26]=[CH:25][CH:24]=1 |f:2.3,4.5,8.9,12.13.14|. Procedure details: To a slurry of rac-ethyl 1-acetylpiperazine-2-carboxylate (0.5 g) in water (5 ml) was added concentrated hydrochloric acid (1.5 ml) dropwise below 25° C. A solution of sodium nitrite (380 mg) in water (2 ml) was added dropwise at 0° C. The mixture was stirred at 0° C. for 2 hours. A solution of sodium hydroxide (726 mg) in water (10 ml) was added dropwise at 0° C. The water was evaporated off to give crude rac-1-acetyl-2-carboxy-4-nitrosopiperazine (1.0 g). The crude product, benzylamine (0.6 ml... Reactants: C1CCOC1, COC(=O)C1(NC(=O)c2ccc3ccccc3c2OCC2COc3ccccc3O2)CCCC1, CO, Cl, [Na+], [OH-]. Product: O=C(NC1(C(=O)O)CCCC1)c1ccc2ccccc2c1OCC1COc2ccccc2O1. As a reaction SMILES: [CH2:36]1[O:37][CH2:38][CH2:39][CH2:40]1.[CH3:1][O:2][C:3](=[O:4])[C:5]1([NH:10][C:11](=[O:12])[c:13]2[c:14]([O:23][CH2:24][CH:25]3[CH2:26][O:27][c:28]4[c:29]([cH:31][cH:32][cH:33][cH:34]4)[O:30]3)[c:15]3[cH:16][cH:17][cH:18][cH:19][c:20]3[cH:21][cH:22]2)[CH2:6][CH2:7][CH2:8][CH2:9]1.[CH3:43][OH:44].[ClH:35].[Na+:42].[OH-:41]>>[O:2]=[C:3]([OH:4])[C:5]1([NH:10][C:11](=[O:12])[c:13]2[c:14]([O:23][CH2:24][CH:25]3[CH2:26][O:27][c:28]4[c:29]([cH:31][cH:32][cH:33][cH:34]4)[O:30]3)[c:15]3[cH:16][cH:17][cH:18][cH:19][c:20]3[cH:21][cH:22]2)[CH2:6][CH2:7][CH2:8][CH2:9]1. Reactants: [H-].[Al+3].[Li+].[H-].[H-].[H-] (lithium aluminum hydride), O1CCCC1 (tetrahydrofuran), O1CCCC1 (tetrahydrofuran), OC1=C2C(CC3N(C2=CC(=C1)OC(C)CCCC1=CC=CC=C1)CCCC3)CCC#N (7-hydroxy-6-(2-cyanoethyl)-9-(5-phenyl-2-pentyloxy)-2,3,4,4a,5,6-hexahydro-1H-pyrido[1,2-a]quinoline). Run in C(C)(=O)OCC (Ethyl acetate). Reaction conditions: time 6 hour. The product is OC1=C2C(CC3N(C2=CC(=C1)OC(C)CCCC1=CC=CC=C1)CCCC3)CCCN (7-Hydroxy-6-(3-aminopropyl)-9-(5-phenyl-2-pentyloxy)-2,3,4,4a,5,6-hexahydro-1H-pyrido[1,2-a]quinoline). As a reaction SMILES: [H-].[Al+3].[Li+].[H-].[H-].[H-].O1CCCC1.[OH:12][C:13]1[CH:22]=[C:21]([O:23][CH:24]([CH2:26][CH2:27][CH2:28][C:29]2[CH:34]=[CH:33][CH:32]=[CH:31][CH:30]=2)[CH3:25])[CH:20]=[C:19]2[C:14]=1[CH:15]([CH2:39][CH2:40][C:41]#[N:42])[CH2:16][CH:17]1[CH2:38][CH2:37][CH2:36][CH2:35][N:18]12>C(OCC)(=O)C>[OH:12][C:13]1[CH:22]=[C:21]([O:23][CH:24]([CH2:26][CH2:27][CH2:28][C:29]2[CH:30]=[CH:31][CH:32]=[CH:33][CH:34]=2)[CH3:25])[CH:20]=[C:19]2[C:14]=1[CH:15]([CH2:39][CH2:40][CH2:41][NH2:42])[CH2:16][CH:17]1[CH2:38][CH2:37][CH2:36][CH2:35][N:18]12 |f:0.1.2.3.4.5|. Procedure details: Under anhydrous conditions and a nitrogen atmosphere, to a solution of 190 mg. (5 mmole) lithium aluminum hydride in 50 ml. tetrahydrofuran at 10° C. is added dropwise a solution of 2.09 g. (5 mmole) dl-7-hydroxy-6-(2-cyanoethyl)-9-(5-phenyl-2-pentyloxy)-2,3,4,4a,5,6-hexahydro-1H-pyrido[1,2-a]quinoline in 25 ml. tetrahydrofuran. The mixture is stirred at room temperature for 6 hours after the addition. Ethyl acetate is added to quench the reaction, the solvent is evaporated in vacuo and the resi... Starting materials: [Cl-].[NH4+] (ammonium chloride), C(CCCCCCCCC\C=C/CC)OC1=CC=C(O1)C(=O)O (cis-5-(11-tetradecenyloxy)furan-2-carboxylic acid), CCOCC (ether), C[Li] (methyllithium). Run in C(C)(=O)O (acetic acid). Product: C(CCCCCCCCC\C=C/CC)OC1=CC=C(O1)C(=O)C (methyl cis-5-(11-tetradecenyloxy)-2-furyl ketone). Reaction SMILES: [CH2:1]([O:15][C:16]1[O:20][C:19]([C:21]([OH:23])=O)=[CH:18][CH:17]=1)[CH2:2][CH2:3][CH2:4][CH2:5][CH2:6][CH2:7][CH2:8][CH2:9][CH2:10]/[CH:11]=[CH:12]\[CH2:13][CH3:14].[CH3:24]COCC.C[Li].[Cl-].[NH4+]>C(O)(=O)C>[CH2:1]([O:15][C:16]1[O:20][C:19]([C:21]([CH3:24])=[O:23])=[CH:18][CH:17]=1)[CH2:2][CH2:3][CH2:4][CH2:5][CH2:6][CH2:7][CH2:8][CH2:9][CH2:10]/[CH:11]=[CH:12]\[CH2:13][CH3:14] |f:3.4|. Procedure: A mixture of 4.2 g (0.013 mole) of cis-5-(11-tetradecenyloxy)furan-2-carboxylic acid and 50 ml of anhydrous ether was stirred at room temperature and 20.2 ml (0.0313 mole) of methyllithium (1.55 molar in hexane) added over 15 minutes. The mixture was stirred at room temperature for 3 hours and poured into saturated ammonium chloride solution. About 10 ml of glacial acetic acid was added and the phases separated. The ether layer was washed with water and evaporated to dryness to give a light yell... Reactants: C1(=CC=CC=C1)C (toluene), C1(CCCCCO1)=O (caprolactone), O (water). Conditions: temperature 70 celsius. Yields the product C([C@@H](O)C)(=O)O.C1(CCCCCO1)=O (L-lactic acid ε-caprolactone). RXN SMILES: C1(C)C=CC=CC=1.[C:8]1(=[O:15])[O:14][CH2:13][CH2:12][CH2:11][CH2:10][CH2:9]1.[OH2:16]>>[C:8]([OH:14])(=[O:15])[C@H:9]([CH3:10])[OH:16].[C:8]1(=[O:15])[O:14][CH2:13][CH2:12][CH2:11][CH2:10][CH2:9]1 |f:3.4|. Reported procedure: There were weighed 30 mg of P(LLA-CL) (Mn=50,000; mole ratio of L-LA to CL: 6/4), 30 mg of Novozym 435, 1 ml of toluene, and water, the amount thereof being 10% by mass of P(LLA-CL), and then they were put into a small pressure-resistant test tube with a screw cap, in which a magnetic stirrer was put. The tube was purged with argon, and then the solution was stirred at 70° C. for a day. Next, thereto was added a small amount of chloroform, and then the immobilized lipase which was insoluble was ... The reactants are C1(=CC=CC=C1)S(=O)(=O)C1=C(C=2C3=C(N(C2C(=C1)F)C)CC1CCC3N1)C(=O)OC(C)(C)C (tert-butyl 2-phenylsulfonyl-4-fluoro-5-methyl-5,6,7,8,9,10-hexahydro-7,10-epiminocyclohepta[b]indole-carboxylate), Cl (HCl). Solvent: C(C)OCC (diethyl ether). The product is Cl.C1(=CC=CC=C1)S(=O)(=O)C=1C=C2C3=C(N(C2=C(C1)F)C)CC1CCC3N1 (2-phenylsulfonyl-4-fluoro-5-methyl-5,6,7,8,9,10-hexahydro-7,10-epiminocyclohepta[b]indole hydrochloride). Reaction SMILES: [C:1]1([S:7]([C:10]2[CH:18]=[C:17]([F:19])[C:16]3[N:15]([CH3:20])[C:14]4[CH2:21][CH:22]5[NH:26][CH:25]([C:13]=4[C:12]=3[C:11]=2C(OC(C)(C)C)=O)[CH2:24][CH2:23]5)(=[O:9])=[O:8])[CH:6]=[CH:5][CH:4]=[CH:3][CH:2]=1.[ClH:34]>C(OCC)C>[ClH:34].[C:1]1([S:7]([C:10]2[CH:11]=[C:12]3[C:16](=[C:17]([F:19])[CH:18]=2)[N:15]([CH3:20])[C:14]2[CH2:21][CH:22]4[NH:26][CH:25]([C:13]3=2)[CH2:24][CH2:23]4)(=[O:9])=[O:8])[CH:2]=[CH:3][CH:4]=[CH:5][CH:6]=1 |f:3.4|. Procedure: The product of step D was subjected to Boc-deprotection with 2 N HCl in diethyl ether following the procedure of Example 28, step B. The crude material was purified by flash column chromatography (90:9:1 dichloromethane/methanol/ammonium hydroxide) to give 2-phenylsulfonyl-4-fluoro-5-methyl-5,6,7,8,9,10-hexahydro-7,10-epiminocyclohepta[b]indole hydrochloride (40 mg, 84%, HPLC, AUC 97.8%.) as a white solid: mp 251-256° C. dec; 1H NMR (DMSO-d6, 300 MHz): δ 8.24 (d, J=1.5 Hz, 1H), 7.94-8.00 (m, 2H)...